Dataset: the Open Reaction Database (ORD), a public repository of structured organic reaction records. Task: describe an organic reaction: reactants, conditions, products, and yield Starting materials: N1C2=C(NCCC1=O)C=CC=C2 (1,3,4,5-tetrahydro-benzo[b][1,4]diazepin-2-one), [H-].[Na+] (sodium hydride), BrCC(=O)OC (methyl bromoacetate). The solvent is CN(C)C=O (DMF). Run at temperature -10 celsius, time 15 minute. Yields the product O=C1CCNC2=C(N1CC(=O)OC)C=CC=C2 (Methyl (2-oxo-2,3,4,5-tetrahydro-1H-1,5-benzodiazepin-1-yl)acetate). RXN SMILES: [NH:1]1[C:7](=[O:8])[CH2:6][CH2:5][NH:4][C:3]2[CH:9]=[CH:10][CH:11]=[CH:12][C:2]1=2.[H-].[Na+].Br[CH2:16][C:17]([O:19][CH3:20])=[O:18]>CN(C=O)C>[O:8]=[C:7]1[N:1]([CH2:16][C:17]([O:19][CH3:20])=[O:18])[C:2]2[CH:12]=[CH:11][CH:10]=[CH:9][C:3]=2[NH:4][CH2:5][CH2:6]1 |f:1.2|. Reported procedure: To a solution of 1,3,4,5-tetrahydro-benzo[b][1,4]diazepin-2-one (5.0 g, 30.8 mmol) in DMF (30 ml), at −10° C., was added sodium hydride (1.35 g, 60% dispersion, 33.9 mmol). The mixture was stirred at −10° C. for 15 min, then methyl bromoacetate (2.92 ml, 30.8 mmol) was added. The mixture was stirred at −10° C. for a further 1 h and then concentrated in vacuo. The residue was taken up in EtOAc and washed with brine (3 times), dried over MgSO4, and concentrated in vacuo. The residue was purified b... The reactants are Cl (HCl), N (NH3), C(#N)C1C=2C=CC(=C(C2CCC1)NS(=O)(=O)C)OC (N-(5-Cyano-2-methoxy-5,6,7,8-tetrahydronaphthalen-1-yl)methane-sulfonamide), C(CN)N (ethylenediamine). Run in CO (MeOH), CO.C(Cl)(Cl)Cl (MeOH CHCl3). Run at temperature 0 celsius, time 12 hour. The product is N1C(=NCC1)C1C=2C=CC(=C(C2CCC1)NS(=O)(=O)C)OC ((±)-N-[5-(4,5-Dihydro-1H-imidazol-2-yl)-2 -methoxy-5,6,7,8-tetra-hydronaphthalen-1-yl]methanesulfonamide). The yield is 74.4%. Reaction SMILES: [C:1]([CH:3]1[CH2:12][CH2:11][CH2:10][C:9]2[C:8]([NH:13][S:14]([CH3:17])(=[O:16])=[O:15])=[C:7]([O:18][CH3:19])[CH:6]=[CH:5][C:4]1=2)#[N:2].Cl.[CH2:21](N)[CH2:22][NH2:23].N>CO.CO.C(Cl)(Cl)Cl>[NH:2]1[CH2:21][CH2:22][N:23]=[C:1]1[CH:3]1[CH2:12][CH2:11][CH2:10][C:9]2[C:8]([NH:13][S:14]([CH3:17])(=[O:16])=[O:15])=[C:7]([O:18][CH3:19])[CH:6]=[CH:5][C:4]1=2 |f:5.6|. Procedure details: N-(5-Cyano-2-methoxy-5,6,7,8-tetrahydronaphthalen-1-yl)methane-sulfonamide (1.5 g, 5.4 mmol) was dissolved in 200 ml of MeOH and cooled to 0° C. The solution was then treated with dry HCl gas for 2 h, sealed tightly and stored for 12 h at 25° C. The solvent was removed and the residue was redissolved in 100 ml of MeOH, followed by addition of ethylenediamine (0.67 ml, 10 mmol). The resulting solution was stirred at reflux for 12 h. The reaction mixture was concentrated in vacuo, yielding an oily... Reactants: C(CCCCCC)OC1=CC=C(C(=O)OC2=CC=C(C=C2)CN(C(C2=CC=C(C=C2)NC(CC2=C(C=C(C=C2)OC)C(F)(F)F)=O)=O)CC(=O)OC(C)(C)C)C=C1 (4-((N-(2-(tert-butoxy)-2-oxoethyl)-4-(2-(4-methoxy-2-(trifluoromethyl)phenyl)acetamido)benzamido)methyl)phenyl 4-(heptyloxy)benzoate), C(=O)(C(F)(F)F)O (TFA). Solvent: C(Cl)Cl (DCM). Reaction conditions: time 2 hour. Yields the product C(CCCCCC)OC1=CC=C(C(=O)OC2=CC=C(CN(C(C3=CC=C(C=C3)NC(CC3=C(C=C(C=C3)OC)C(F)(F)F)=O)=O)CC(=O)O)C=C2)C=C1 (2-(N-(4-((4-(heptyloxy)benzoyl)oxy)benzyl)-4-(2-(4-methoxy-2-(trifluoromethyl)phenyl)acetamido)benzamido)acetic acid). Isolated yield 74.0%. RXN SMILES: [CH2:1]([O:8][C:9]1[CH:57]=[CH:56][C:12]([C:13]([O:15][C:16]2[CH:21]=[CH:20][C:19]([CH2:22][N:23]([CH2:48][C:49]([O:51]C(C)(C)C)=[O:50])[C:24](=[O:47])[C:25]3[CH:30]=[CH:29][C:28]([NH:31][C:32](=[O:46])[CH2:33][C:34]4[CH:39]=[CH:38][C:37]([O:40][CH3:41])=[CH:36][C:35]=4[C:42]([F:45])([F:44])[F:43])=[CH:27][CH:26]=3)=[CH:18][CH:17]=2)=[O:14])=[CH:11][CH:10]=1)[CH2:2][CH2:3][CH2:4][CH2:5][CH2:6][CH3:7].C(O)(C(F)(F)F)=O>C(Cl)Cl>[CH2:1]([O:8][C:9]1[CH:10]=[CH:11][C:12]([C:13]([O:15][C:16]2[CH:17]=[CH:18][C:19]([CH2:22][N:23]([CH2:48][C:49]([OH:51])=[O:50])[C:24](=[O:47])[C:25]3[CH:30]=[CH:29][C:28]([NH:31][C:32](=[O:46])[CH2:33][C:34]4[CH:39]=[CH:38][C:37]([O:40][CH3:41])=[CH:36][C:35]=4[C:42]([F:44])([F:45])[F:43])=[CH:27][CH:26]=3)=[CH:20][CH:21]=2)=[O:14])=[CH:56][CH:57]=1)[CH2:2][CH2:3][CH2:4][CH2:5][CH2:6][CH3:7]. Reported procedure: Prepared using General Procedures 8: To 4-((N-(2-(tert-butoxy)-2-oxoethyl)-4-(2-(4-methoxy-2-(trifluoromethyl)phenyl)acetamido)benzamido)methyl)phenyl 4-(heptyloxy)benzoate INT-6 (555 mg, 0.702 mmol) in DCM (3 mL) was added TFA (3 mL). The reaction was stirred at room temperature for 2 h then purified by chromatography (EA/hexanes+1% acetic acid) to provide 385 mg (74%) of 2-(N-(4-((4-(heptyloxy)benzoyl)oxy)benzyl)-4-(2-(4-methoxy-2-(trifluoromethyl)phenyl)acetamido)benzamido)acetic acid 3. LCMS... The reactants are C1CCC2=NCCCN2CC1, O=C(Nc1cccc2cnccc12)C(Cl)(Cl)Cl, NCCc1cccc(C(F)(F)F)c1. Yields the product O=C(NCCc1cccc(C(F)(F)F)c1)Nc1cccc2cnccc12. RXN SMILES: [CH2:31]1[CH2:32][CH2:33][C:34]2=[N:39][CH2:38][CH2:37][CH2:36][N:35]2[CH2:40][CH2:41]1.[Cl:14][C:15]([C:16](=[O:17])[NH:18][c:19]1[c:20]2[cH:21][cH:22][n:23][cH:24][c:25]2[cH:26][cH:27][cH:28]1)([Cl:29])[Cl:30].[F:1][C:2]([c:3]1[cH:4][c:5]([CH2:9][CH2:10][NH2:11])[cH:6][cH:7][cH:8]1)([F:12])[F:13]>>[F:1][C:2]([c:3]1[cH:4][c:5]([CH2:9][CH2:10][NH:11][C:16](=[O:17])[NH:18][c:19]2[c:20]3[cH:21][cH:22][n:23][cH:24][c:25]3[cH:26][cH:27][cH:28]2)[cH:6][cH:7][cH:8]1)([F:12])[F:13]. Starting materials: diol, C[C@@]12[C@@H]3C([C@H](C[C@H]2OB(O1)C1=C(C#N)C=CC=C1)C3)(C)C (2-[(1S,2S,6R,8S)-2,9,9-Trimethyl-3,5-dioxa-4-boratricyclo[6.1.1.02,6]dec-4-yl]benzonitrile), S(C)C (SMe2), aryl halides. Product: C[C@]12[C@H]3C([C@@H](C[C@@H]2OBO1)C3)(C)C.B (borane (1R,2R,6S,8R)-2,9,9-trimethyl-3,5-dioxa-4-boratricyclo[6.1.1.02,6]decane). Reaction SMILES: S(C)C.[CH3:4][C@@:5]12[O:13][B:12](C3C=CC=CC=3C#N)[O:11][C@@H:10]1[CH2:9][C@@H:8]1[CH2:22][C@H:6]2[C:7]1([CH3:24])[CH3:23]>>[CH3:4][C@:5]12[O:13][BH:12][O:11][C@H:10]1[CH2:9][C@H:8]1[CH2:22][C@@H:6]2[C:7]1([CH3:24])[CH3:23].[BH3:12] |f:2.3|. Procedure: The borane (1R,2R,6S,8R)-2,9,9-trimethyl-3,5-dioxa-4-boratricyclo[6.1.1.02,6]decane was synthesised from the diol and BH3.SMe2 and reacted with aryl halides by the procedure described in Example 26. The reaction products were identified by gc/ms. (i) 2-[(1R,2R,6S,8R)-2,9,9-trimethyl-3,5-dioxa-4-boratricyclo[6.1.1.02,6]dec-4-yl]benzonitrile The reactants are BrB(Br)Br, ClCCl, COc1ccc2[nH]c(C)cc2c1F. Yields the product Cc1cc2c(F)c(O)ccc2[nH]1. Reaction SMILES: [B:14]([Br:15])([Br:16])[Br:17].[CH2:18]([Cl:19])[Cl:20].[F:1][c:2]1[c:3]2[cH:4][c:5]([CH3:13])[nH:6][c:7]2[cH:8][cH:9][c:10]1[O:11][CH3:12]>>[F:1][c:2]1[c:3]2[cH:4][c:5]([CH3:13])[nH:6][c:7]2[cH:8][cH:9][c:10]1[OH:11]. Reactants: BrCCCCCCCCCCOC1=CC=C(C(=O)O)C=C1 (4-(10-Bromodecyloxy)benzoic acid), NaH2PO4·H2O, [O-]Cl=O.[Na+] (NaClO2), C1(O)=CC(O)=CC=C1 (resorcinol), C(CCCCCCCCCCC)OC1=CC=C(C(=O)OC2=CC=C(C=C2)C=O)C=C1 (4-Formylphenyl 4-(dodecyloxy)benzoate). The product is C(CCCCCCCCCCC)OC1=CC=C(C(=O)OC2=CC=C(C(=O)O)C=C2)C=C1 (4-(4-(Dodecyloxy)benzoyloxy)benzoic acid). RXN SMILES: BrCCCCCCCCCC[O:12]C1C=CC(C(O)=O)=CC=1.C1(C=CC=C(O)C=1)O.[CH2:30]([O:42][C:43]1[CH:59]=[CH:58][C:46]([C:47]([O:49][C:50]2[CH:55]=[CH:54][C:53]([CH:56]=[O:57])=[CH:52][CH:51]=2)=[O:48])=[CH:45][CH:44]=1)[CH2:31][CH2:32][CH2:33][CH2:34][CH2:35][CH2:36][CH2:37][CH2:38][CH2:39][CH2:40][CH3:41].[O-]Cl=O.[Na+]>>[CH2:30]([O:42][C:43]1[CH:44]=[CH:45][C:46]([C:47]([O:49][C:50]2[CH:55]=[CH:54][C:53]([C:56]([OH:12])=[O:57])=[CH:52][CH:51]=2)=[O:48])=[CH:58][CH:59]=1)[CH2:31][CH2:32][CH2:33][CH2:34][CH2:35][CH2:36][CH2:37][CH2:38][CH2:39][CH2:40][CH3:41] |f:3.4|. Reported procedure: Synthesized as described above for compound 7. Quantities: resorcinol (1.79 g, 16 mmol), 11 (5.52 g, 13 mmol), NaH2PO4·H2O (6.29 g, 40 mmol), NaClO2 (7.03 g, 77 mmol). Yield 5.55 g (quant.). 1H NMR: δH (CDCl3; 300 MHz): 0.89 (3 H, t, 3J=6.9 Hz, CH3), 1.17-1.71 (18 H, m, CH2), 1.83 (2 H, m, O—CH2—CH2), 4.05 (2 H, t, 3J=6.6 Hz, O—CH2), 6.99 (2 H, d, 3J=8.9 Hz, Ar—H), 7.35 (2 H, d, 3J=8.6 Hz, Ar—H), 8.14 (2 H, d, 3J=8.9 Hz, Ar—H), 8.17 (2 H, d, 3J=8.6 Hz, Ar—H). 13C NMR: δC (CDCl3; 300 MHz): 14.1, ... The reactants are N#CN.[Na] (monosodium cyanamide), CC(CC)(C)N=C=S (1,1-dimethylpropylisothiocyanate). Run in C(C)O (ethanol). Run at time 2 hour. Product: C(#N)NC(=S)NC(CC)(C)C (N-Cyano-N'-(1,1-dimethylpropyl)thiourea). Isolated yield 93.4%. RXN SMILES: [N:1]#[C:2][NH2:3].[Na].[CH3:5][C:6]([N:10]=[C:11]=[S:12])([CH3:9])[CH2:7][CH3:8]>C(O)C>[C:2]([NH:3][C:11]([NH:10][C:6]([CH3:9])([CH3:5])[CH2:7][CH3:8])=[S:12])#[N:1] |f:0.1,^1:3|. Procedure: To a suspension of monosodium cyanamide (0.64 g, 10 mmol) in absolute ethanol (30 mL), 1,1-dimethylpropylisothiocyanate (1.29 g, 10 mmol) was added slowly at room temperature. Exothermic reaction occurred during addition and near the end of the addition, the initially heterogeneous mixture became a homogeneous solution. It was allowed to stir at room temperature for 2 hours and then heated at 75° C. for 1 hour. The reaction mixture was cooled to room temperature and the solid was filtered. The f...